This data is from the Open Reaction Database (ORD), a public repository of structured organic reaction records. The task is: describe an organic reaction: reactants, conditions, products, and yield The reactants are ClC1=CC(=C(C=C1)C=1C=C2C(=NN(C2=CC1)C1OCCCC1)C1=NC(=NC(=C1)OCC1=CC=C(C=C1)OCC)O[C@@H]1CN(CC[C@H]1F)C(=O)OCC1=CC=CC=C1)F (benzyl 3-((4-(5-(4-chloro-2-fluorophenyl)-1-(tetrahydro-2H-pyran-2-yl)-1H-indazol-3-yl)-6-((4-ethoxybenzyl)oxy)pyrimidin-2-yl)oxy)-(trans)-4-fluoropiperidine-1-carboxylate), C(=O)(C(F)(F)F)O (TFA). Run at temperature 100 celsius. The product is FC(C(=O)O)(F)F.ClC1=CC(=C(C=C1)C=1C=C2C(=NNC2=CC1)C1=CC(NC(=N1)O[C@@H]1CNCC[C@H]1F)=O)F (6-(5-(4-chloro-2-fluorophenyl)-1H-indazol-3-yl)-2-((trans-4-fluoropiperidin-3-yl)oxy)pyrimidin-4(3H)-one trifluoroacetate). Yield: 21.0%. As a reaction SMILES: [Cl:1][C:2]1[CH:7]=[CH:6][C:5]([C:8]2[CH:9]=[C:10]3[C:14](=[CH:15][CH:16]=2)[N:13](C2CCCCO2)[N:12]=[C:11]3[C:23]2[CH:28]=[C:27]([O:29]CC3C=CC(OCC)=CC=3)[N:26]=[C:25]([O:40][C@H:41]3[C@H:46]([F:47])[CH2:45][CH2:44][N:43](C(OCC4C=CC=CC=4)=O)[CH2:42]3)[N:24]=2)=[C:4]([F:58])[CH:3]=1.[C:59]([OH:65])([C:61]([F:64])([F:63])[F:62])=[O:60]>>[F:62][C:61]([F:64])([F:63])[C:59]([OH:65])=[O:60].[Cl:1][C:2]1[CH:7]=[CH:6][C:5]([C:8]2[CH:9]=[C:10]3[C:14](=[CH:15][CH:16]=2)[NH:13][N:12]=[C:11]3[C:23]2[N:24]=[C:25]([O:40][C@H:41]3[C@H:46]([F:47])[CH2:45][CH2:44][NH:43][CH2:42]3)[NH:26][C:27](=[O:29])[CH:28]=2)=[C:4]([F:58])[CH:3]=1 |f:2.3|. Procedure details: A glass microwave reaction vessel was charged with benzyl 3-((4-(5-(4-chloro-2-fluorophenyl)-1-(tetrahydro-2H-pyran-2-yl)-1H-indazol-3-yl)-6-((4-ethoxybenzyl)oxy)pyrimidin-2-yl)oxy)-(trans)-4-fluoropiperidine-1-carboxylate (200 mg, 0.25 mmol) and TFA (1 mL). The reaction was stirred and heated in a microwave reactor at 100° C. for 30 min. The solvent was removed in vacuo and the residue was purified with preparative HPLC (eluting with 20-100% MeCN in water with 0.1% TFA) to give 6-(5-(4-chloro-2... Reactants: COc1ccccc1C (substrate), Cn2cnc1ccccc12 (effective_coupling_partner). The reagents and catalysts are IPr. Run at temperature 90 celsius, time 16 hour. Product: Cc1ccccc1c3nc2ccccc2n3C. Starting materials: CN1C(=NC(=C1)C1=CC=CC=C1)CO ((1-Methyl-4-phenyl-1H-imidazol-2-yl)-methanol), O=S(Cl)Cl (SOCl2). Run at time 8 hour. The product is ClCC=1N(C=C(N1)C1=CC=CC=C1)C (2-Chloromethyl-1-methyl-4-phenyl-1H-imidazole). RXN SMILES: [CH3:1][N:2]1[CH:6]=[C:5]([C:7]2[CH:12]=[CH:11][CH:10]=[CH:9][CH:8]=2)[N:4]=[C:3]1[CH2:13]O.O=S(Cl)[Cl:17]>>[Cl:17][CH2:13][C:3]1[N:2]([CH3:1])[CH:6]=[C:5]([C:7]2[CH:12]=[CH:11][CH:10]=[CH:9][CH:8]=2)[N:4]=1. Procedure details: To a solution of (1-Methyl-4-phenyl-1H-imidazol-2-yl)-methanol 5 (0.2 g, 0.097 mmol) was added SOCl2 (0.14 g, 0.121 mmol), and the mixture was stirred at room temperature overnight. The mixture was evaporated to afford 2-Chloromethyl-1-methyl-4-phenyl-1H-imidazole 6, which was used without purification. 1H NMR (400 MHz, DMSO-d6): δ8.24 (s, 1H), 7.87 (d, J=6.8 Hz, 2H), 7.54-7.49 (m, 2H), 7.43-7.41 (m, 1H), 5.24 (s, 2H), 3.89 (s, 3H). Reactants: FC=1C=C(OC2=CC(=NC(=C2)C)C)C=CC1B1OC(C(O1)(C)C)(C)C (4-[3-Fluoro-4-(4,4,5,5-tetramethyl-[1,3,2]dioxaborolan-2-yl)-phenoxy]-2,6-dimethyl-pyridine), C(=O)(O)[O-].[Na+] (NaHCO3), BrC1=C(C(N(C=C1)CC1CC1)=O)C#N (4-Bromo-1-cyclopropylmethyl-2-oxo-1,2-dihydro-pyridine-3-carbonitrile). Reagents/catalysts: C=1C=CC(=CC1)[P](C=2C=CC=CC2)(C=3C=CC=CC3)[Pd]([P](C=4C=CC=CC4)(C=5C=CC=CC5)C=6C=CC=CC6)([P](C=7C=CC=CC7)(C=8C=CC=CC8)C=9C=CC=CC9)[P](C=1C=CC=CC1)(C=1C=CC=CC1)C=1C=CC=CC1 (Pd(PPh3)4). Solvent: O1CCOCC1 (1,4-dioxane). Yields the product C1(CC1)CN1C(C(=C(C=C1)C1=C(C=C(C=C1)OC1=CC(=NC(=C1)C)C)F)C#N)=O (1-Cyclopropylmethyl-4-[4-(2,6-dimethyl-pyridin-4-yloxy)-2-fluoro-phenyl]-2-oxo-1,2-dihydro-pyridine-3-carbonitrile). Reaction SMILES: [F:1][C:2]1[CH:3]=[C:4]([CH:14]=[CH:15][C:16]=1B1OC(C)(C)C(C)(C)O1)[O:5][C:6]1[CH:11]=[C:10]([CH3:12])[N:9]=[C:8]([CH3:13])[CH:7]=1.C([O-])(O)=O.[Na+].Br[C:32]1[CH:37]=[CH:36][N:35]([CH2:38][CH:39]2[CH2:41][CH2:40]2)[C:34](=[O:42])[C:33]=1[C:43]#[N:44]>O1CCOCC1.C1C=CC([P]([Pd]([P](C2C=CC=CC=2)(C2C=CC=CC=2)C2C=CC=CC=2)([P](C2C=CC=CC=2)(C2C=CC=CC=2)C2C=CC=CC=2)[P](C2C=CC=CC=2)(C2C=CC=CC=2)C2C=CC=CC=2)(C2C=CC=CC=2)C2C=CC=CC=2)=CC=1>[CH:39]1([CH2:38][N:35]2[CH:36]=[CH:37][C:32]([C:16]3[CH:15]=[CH:14][C:4]([O:5][C:6]4[CH:7]=[C:8]([CH3:13])[N:9]=[C:10]([CH3:12])[CH:11]=4)=[CH:3][C:2]=3[F:1])=[C:33]([C:43]#[N:44])[C:34]2=[O:42])[CH2:40][CH2:41]1 |f:1.2,^1:54,56,75,94|. Procedure: To a solution of intermediate 18 (1.05 mmol) in 1,4-dioxane (4.5 ml) and a saturated solution of NaHCO3 (4.5 ml) was added intermediate 5 (0.22 g, 0.892 mmol). The resulting solution was degassed using a stream of nitrogen and to this was added Pd(PPh3)4 (0.13 mg, 0.114 mmol). The reaction was then microwaved in a sealed tube at 150° C. for 10 minutes. The resulting cooled reaction mixture was filtered through a pad of diatomaceous earth. The filtrate was diluted with EtOAc, and then it was wash... The reactants are [Si](C)(C)(C(C)(C)C)OCC(CCP(=O)(OCC)OCC)ONC1=C(C(=NC=N1)Cl)NC=O (6-[[1-(t-butyldimethylsilyloxymethyl)-3-(diethoxyphosphoryl)propoxy]amino]-4-chloro-5-formamidopyrimidine). Solvent: C(C)(=O)OC(OCC)OCC (diethoxymethyl acetate). Run at time 30 minute. Yields the product [Si](C)(C)(C(C)(C)C)OCC(CCP(=O)(OCC)OCC)ON1C2=NC=NC(=C2N=C1)Cl (9-[1-(t-Butyldimethylsilyloxymethyl)-3-(diethoxy-phosphoryl)propoxy]-6-chloropurine). The yield is 56.0%. Reaction SMILES: [Si:1]([O:8][CH2:9][CH:10]([O:21][NH:22][C:23]1[N:28]=[CH:27][N:26]=[C:25]([Cl:29])[C:24]=1[NH:30][CH:31]=O)[CH2:11][CH2:12][P:13]([O:18][CH2:19][CH3:20])([O:15][CH2:16][CH3:17])=[O:14])([C:4]([CH3:7])([CH3:6])[CH3:5])([CH3:3])[CH3:2]>C(OC(OCC)OCC)(=O)C>[Si:1]([O:8][CH2:9][CH:10]([O:21][N:22]1[CH:31]=[N:30][C:24]2[C:23]1=[N:28][CH:27]=[N:26][C:25]=2[Cl:29])[CH2:11][CH2:12][P:13]([O:15][CH2:16][CH3:17])([O:18][CH2:19][CH3:20])=[O:14])([C:4]([CH3:5])([CH3:6])[CH3:7])([CH3:3])[CH3:2]. Procedure details: A solution of 6-[[1-(t-butyldimethylsilyloxymethyl)-3-(diethoxyphosphoryl)propoxy]amino]-4-chloro-5-formamidopyrimidine (0.5 g) in diethoxymethyl acetate (5 ml) was heated at 110° C. for 2 hours. The solvent was evaporated under reduced pressure, the residue dissolved in methanol (5 ml) and 0.880 ammonia (0.1 ml) added. After 30 minutes at ambient temperature, the solvent was evaporated and the residue chromatographed on silica gel using dichloromethane-methanol (98:2) as eluant. This afforded t... RXN SMILES: CO[C:3](=[O:18])[C:4]1[CH:9]=[CH:8][C:7]([C:10]2([C:16]#[N:17])[CH2:15][CH2:14][O:13][CH2:12][CH2:11]2)=[CH:6][CH:5]=1.C([Si](C)(C)C)#C.C(OC(=O)[NH:31][C:32]1[CH:37]=[CH:36][C:35]([C:38]2[S:39][CH:40]=[CH:41][CH:42]=2)=[CH:34][C:33]=1[NH2:43])(C)(C)C.[C:45]1(C)[CH:50]=CC=[CH:47][CH:46]=1>[C-]#[O+].[C-]#[O+].[CH-]1C=CC=C1.[Co]>[NH2:31][C:32]1[CH:37]=[CH:36][C:35]([C:38]2[S:39][CH:40]=[CH:41][CH:42]=2)=[CH:34][C:33]=1[NH:43][C:3](=[O:18])[C:4]1[CH:5]=[CH:6][C:7]([C:10]2([CH:16]3[CH2:47][CH:46]=[CH:45][CH:50]=[N:17]3)[CH2:11][CH2:12][O:13][CH2:14][CH2:15]2)=[CH:8][CH:9]=1 |f:4.5.6.7|. Run at time 8 hour. Reactants: C(C)(C)(C)OC(NC1=C(C=C(C=C1)C=1SC=CC1)N)=O ((2-amino-4-thiophen-2-yl-phenyl)-carbamic acid tert-butyl ester), COC(C1=CC=C(C=C1)C1(CCOCC1)C#N)=O (4-(4-cyano-tetrahydro-pyran-4-yl)-benzoic acid methyl ester), C(#C)[Si](C)(C)C (ethynyl-trimethyl-silane), C1(=CC=CC=C1)C (toluene). Procedure: To 4-(4-cyano-tetrahydro-pyran-4-yl)-benzoic acid methyl ester (200 mg, 0.81 mmol) in toluene was added ethynyl-trimethyl-silane (800 mg, 10 eq) and CpCo(CO)2 (0.2 eq). The mixture was irradiated with light of 400 nm under stirring conditions for 2 days. Toluene was removed by evaporation. The solids were washed with water and the compound was extracted with EtOAc. The organic phase was dried and evaporated. 4-[4-(4,6-bis-trimethylsilanyl-pyridin-2-yl)-tetrahydro-pyran-4-yl]-benzoic acid methyl ... The reagents and catalysts are [C-]#[O+].[C-]#[O+].[CH-]1C=CC=C1.[Co] (CpCo(CO)2). Yields the product NC1=C(C=C(C=C1)C=1SC=CC1)NC(C1=CC=C(C=C1)C1(CCOCC1)C1N=CC=CC1)=O (N-(2-amino-5-(thiophen-2-yl)phenyl)-4-(4-(2,3-dihydropyridin-2-yl)tetrahydropyran-4-yl)benzamide). Reactants: O=C1c2cc(Cl)ccc2OC(CCCCl)N1O, [NH4+], [OH-]. Yields the product O=C1c2cc(Cl)ccc2OC2CCCON12. As a reaction SMILES: [Cl:1][c:2]1[cH:3][cH:4][c:5]2[c:6]([cH:17]1)[C:7](=[O:16])[N:8]([OH:15])[CH:9]([CH2:11][CH2:12][CH2:13][Cl:14])[O:10]2.[NH4+:18].[OH-:19]>>[Cl:1][c:2]1[cH:3][cH:4][c:5]2[c:6]([cH:17]1)[C:7](=[O:16])[N:8]1[CH:9]([O:10]2)[CH2:11][CH2:12][CH2:13][O:15]1. Reactants: C1(=CC=CC=C1)P(C1=CC=CC=C1)C1=CC=CC=C1 (Triphenylphosphine), OC(CCN(C(OC(C)(C)C)=O)C)C1=CC=CC=C1 (tert-Butyl [3-hydroxy-3-phenylpropyl]methylcarbamate), BrN1C(CCC1=O)=O (N-bromosuccinimide). The solvent is C(Cl)Cl (CH2Cl2). Conditions: temperature 0 celsius, time 45 minute. Product: BrC(CCNC)C1=CC=CC=C1 ((3-bromo-3-phenyl-propyl)-methyl-amine). Yield: 22.4%. Reaction SMILES: O[CH:2]([C:14]1[CH:19]=[CH:18][CH:17]=[CH:16][CH:15]=1)[CH2:3][CH2:4][N:5](C)[C:6](=O)OC(C)(C)C.C1(P(C2C=CC=CC=2)C2C=CC=CC=2)C=CC=CC=1.[Br:39]N1C(=O)CCC1=O>C(Cl)Cl>[Br:39][CH:2]([C:14]1[CH:19]=[CH:18][CH:17]=[CH:16][CH:15]=1)[CH2:3][CH2:4][NH:5][CH3:6]. Procedure: tert-Butyl [3-hydroxy-3-phenylpropyl]methylcarbamate (0.52 g, 1.96 mmol) was dissolved in CH2Cl2 (5 mL) and cooled to 0° C. Triphenylphosphine (1.02 g, 3.9 mmol) was added followed by N-bromosuccinimide (0.59 g, 3.3 mmol) and the mixture was stirred for 45 minutes. The reaction mixture was loaded directly onto silica gel and immediately purified via Isco chromatography (Redisep, silica, gradient 0-30% ethyl acetate in hexane) to afford 100 mg of (3-bromo-3-phenyl-propyl)-methyl-amine.